From a dataset of the Open Reaction Database (ORD), a public repository of structured organic reaction records. describe an organic reaction: reactants, conditions, products, and yield The reactants are N1C=C(C2=CC=CC=C12)CCC[NH-] (3-(1H-indol-3-yl)propylamide), [H-].[Al+3].[Li+].[H-].[H-].[H-] (lithium aluminum hydride). Solvent: O1CCCC1 (tetrahydrofuran). Reaction conditions: time 8 hour. Yields the product N1C=C(C2=CC=CC=C12)CCCN (3-(1H-Indol-3-yl)propylamine). The yield is 94.0%. As a reaction SMILES: [NH:1]1[C:9]2[C:4](=[CH:5][CH:6]=[CH:7][CH:8]=2)[C:3]([CH2:10][CH2:11][CH2:12][NH-:13])=[CH:2]1.[H-].[Al+3].[Li+].[H-].[H-].[H-]>O1CCCC1>[NH:1]1[C:9]2[C:4](=[CH:5][CH:6]=[CH:7][CH:8]=2)[C:3]([CH2:10][CH2:11][CH2:12][NH2:13])=[CH:2]1 |f:1.2.3.4.5.6|. Reported procedure: To the solution of 3-(1H-indol-3-yl)propylamide (1.85 g, 9.83 mmol) in tetrahydrofuran (50 mL) is added lithium aluminum hydride (1.49 g, 39.31 mmol) at 0° C. The resulting mixture is warmed to room temperature and then refluxed for 2.5 hours. The mixture is then cooled to room temperature and quenched by slow addition of water (2 mL) followed by aqueous 15% sodium hydroxide (2 mL) and water (2 mL). The mixture is allowed to stir overnight and filtered through celite. The filtrate obtained is ev... Reactants: [I-].C[S+](C)C (trimethylsulphonium iodide), S(=O)(=O)(OC)OC (dimethyl sulphate), N1(N=CN=C1)C(C)(C)C(=O)C1=CC=C(C=C1)Cl (4-chlorophenyl 2-(1,2,4-triazol-1-yl)-prop-2-yl ketone), potassium tert.-butylate. The solvent is O1CCCC1 (tetrahydrofuran). Run at time 6 hour. Product: ClC1=CC=C(C=C1)C1(OC1)C(C)(C)N1N=CN=C1 (4-chlorophenyl-2-[2-(1,2,4-triazol-1-yl)-prop-2-yl]-oxirane). As a reaction SMILES: [I-].C[S+](C)C.S([O:11][CH3:12])(OC)(=O)=O.[N:13]1([C:18]([C:21]([C:23]2[CH:28]=[CH:27][C:26]([Cl:29])=[CH:25][CH:24]=2)=O)([CH3:20])[CH3:19])[CH:17]=[N:16][CH:15]=[N:14]1>O1CCCC1>[Cl:29][C:26]1[CH:27]=[CH:28][C:23]([C:21]2([C:18]([N:13]3[CH:17]=[N:16][CH:15]=[N:14]3)([CH3:20])[CH3:19])[CH2:12][O:11]2)=[CH:24][CH:25]=1 |f:0.1|. Procedure: 9.6 g (0.044 mole) of trimethylsulphonium iodide are dissolved in 9.6 g (0.118 mole) of dimethyl sulphate under a nitrogen atmosphere. 5.2 g (0.044 mole) of potassium tert.-butylate are added at room temperature and the mixture is subsequently stirred at room temperature for 6 hours. A solution of 9.9 g (0.0397 mole) of 4-chlorophenyl 2-(1,2,4-triazol-1-yl)-prop-2-yl ketone in 16 ml of tetrahydrofuran is then added dropwise at room temperature. The reaction mixture is subsequently led at room te... Reactants: C(C)(=O)C=1C=C2CC(NC2=CC1)=O (5-acetyl-1,3-dihydro-indol-2-one), [Cl-].[Cl-].[Cl-].[Al+3] (aluminium trichloride), C(C)(=O)Cl (acetyl chloride), 0069421 A1, N1C(CC2=CC=CC=C12)=O (1,3-dihydro-indol-2-one). Yields the product C(C)(=O)C1=CC=2C3=C(C(NC2C=C1)=O)NC=C3.C(C)C(=O)[O-] (8-Acetyl-4-oxo-4,5-dihydro-3H-pyrrolo[2,3-c]quinoline 1-ethyl carboxylate). RXN SMILES: [C:1]([C:4]1[CH:5]=[C:6]2[C:10](=[CH:11][CH:12]=1)[NH:9][C:8](=[O:13])[CH2:7]2)(=[O:3])[CH3:2].[NH:14]1C2[C:17](=CC=CC=2)[CH2:16][C:15]1=[O:23].[Cl-].[Cl-].[Cl-].[Al+3].C(Cl)(=[O:30])C>>[C:1]([C:4]1[CH:12]=[CH:11][C:10]2[NH:9][C:8](=[O:13])[C:7]3[NH:14][CH:15]=[CH:16][C:17]=3[C:6]=2[CH:5]=1)(=[O:3])[CH3:2].[CH2:16]([C:15]([O-:23])=[O:30])[CH3:17] |f:2.3.4.5,7.8|. Procedure: Synthesis of 5-acetyl-1,3-dihydro-indol-2-one is described by Peng Cho Tang (US2003/0069421 A1). This compound was prepared according to this procedure from 6.65 g (50 mmol) of 1,3-dihydro-indol-2-one, aluminium trichloride (150 mmol) and acetyl chloride (100 mmol) to give, after trituration in water and drying, 7.32 g (83%) of 5-acetyl-1,3-dihydro-indol-2-one in the form of a beige solid. Reactants: FC(C(=O)NC=1N=C2N(C=C(C=C2)C(C2=CC=CC=C2)=O)C1C1=CC=CC2=CC=CC=C12)(F)F (2-trifluoroacetamido-3-napthyl-6-benzoyl-imidazo[1,2-a]pyridine). Run in CC(OCC)=O (EA). Yields the product NC=1N=C2N(C=C(C=C2)C(C2=CC=CC=C2)=O)C1C1=CC=CC2=CC=CC=C12 (2-Amino-3-napthyl-6-benzoyl-imidazo[1,2-a]pyridine). RXN SMILES: FC(F)(F)C([NH:5][C:6]1[N:7]=[C:8]2[CH:13]=[CH:12][C:11]([C:14](=[O:21])[C:15]3[CH:20]=[CH:19][CH:18]=[CH:17][CH:16]=3)=[CH:10][N:9]2[C:22]=1[C:23]1[C:32]2[C:27](=[CH:28][CH:29]=[CH:30][CH:31]=2)[CH:26]=[CH:25][CH:24]=1)=O>CC(=O)OCC>[NH2:5][C:6]1[N:7]=[C:8]2[CH:13]=[CH:12][C:11]([C:14](=[O:21])[C:15]3[CH:16]=[CH:17][CH:18]=[CH:19][CH:20]=3)=[CH:10][N:9]2[C:22]=1[C:23]1[C:32]2[C:27](=[CH:28][CH:29]=[CH:30][CH:31]=2)[CH:26]=[CH:25][CH:24]=1. Procedure: The 2-trifluoroacetamido-3-napthyl-6-benzoyl-imidazo[1,2-a]pyridine (8.25 g, 18.0 mmol) was converted to product in a manner substantially analogous to Example 56 to yield 4.73 g. (73%). EA, MS(FD). The reactants are BrC1=C(C=C(C(=C1)C)[N+](=O)[O-])C (1-bromo-2,5-dimethyl-4-nitrobenzene), N1=CN=CC(=C1)O (pyrimidin-5-ol), CC(C)(C(CC(C(C)(C)C)=O)=O)C (2,2,6,6-tetramethylheptane-3,5-dione), C([O-])([O-])=O.[Cs+].[Cs+] (cesium carbonate). Reagents/catalysts: [Cu]Cl (copper(I) chloride). Run in CCOC(=O)C (EtOAc), CN1C(CCC1)=O (N-methyl-2-pyrrolidinone). Conditions: time 8 hour. The product is CC1=C(OC=2C=NC=NC2)C=C(C(=C1)[N+](=O)[O-])C (5-(2,5-Dimethyl-4-nitrophenoxy)pyrimidine). Yield: 44.7%. Reaction SMILES: Br[C:2]1[CH:7]=[C:6]([CH3:8])[C:5]([N+:9]([O-:11])=[O:10])=[CH:4][C:3]=1[CH3:12].[N:13]1[CH:18]=[C:17]([OH:19])[CH:16]=[N:15][CH:14]=1.CC(C)(C(=O)CC(=O)C(C)(C)C)C.C(=O)([O-])[O-].[Cs+].[Cs+]>CN1CCCC1=O.CCOC(C)=O.[Cu]Cl>[CH3:12][C:3]1[CH:4]=[C:5]([N+:9]([O-:11])=[O:10])[C:6]([CH3:8])=[CH:7][C:2]=1[O:19][C:17]1[CH:18]=[N:13][CH:14]=[N:15][CH:16]=1 |f:3.4.5|. Reported procedure: A solution of 1-bromo-2,5-dimethyl-4-nitrobenzene (3.53 g, 15.34 mmol), pyrimidin-5-ol (1.474 g, 15.34 mmol), 2,2,6,6-tetramethylheptane-3,5-dione (0.141 g, 0.767 mmol), cesium carbonate (5.15 g, 15.80 mmol) and copper(I) chloride (0.410 g, 4.14 mmol) in N-methyl-2-pyrrolidinone (15.34 mL) was heated in a sealed pressure tube at 130° C. and stirred overnight. The reaction was cooled to room temperature, diluted with EtOAc and washed with water (2×) and brine, successively, dried over Na2SO4, fil...